This data is from the Open Reaction Database (ORD), a public repository of structured organic reaction records. The task is: describe an organic reaction: reactants, conditions, products, and yield The reactants are C(CCl)Cl (EDC), NC1CCN(CC1)CCN1C(C=CC2=C(C=C(C=C12)F)F)=O (1-[2-(4-Aminopiperidin-1-yl)ethyl]-5,7-difluoroquinolin-2(1H)-one), NC1CCN(CC1)CCN1C(C=CC2=C(C=C(C=C12)F)F)=O (1-[2-(4-Aminopiperidin-1-yl)ethyl]-5,7-difluoroquinolin-2(1H)-one), C=1C=CC2=C(C1)N=NN2O (HOBT), N1(CCOCC1)C1=NC=C(C(=O)O)C=C1 (6-morpholin-4-ylnicotinic acid). Yields the product FC1=C2C=CC(N(C2=CC(=C1)F)CCN1CCC(CC1)NC(C1=CN=C(C=C1)N1CCOCC1)=O)=O (N-{1-[2-(5,7-Difluoro-2-oxoquinolin-1(2H)-yl)ethyl]piperidin-4-yl}-6-morpholin-4-ylnicotinamide). Isolated yield 26.9%. Reaction SMILES: [NH2:1][CH:2]1[CH2:7][CH2:6][N:5]([CH2:8][CH2:9][N:10]2[C:19]3[C:14](=[C:15]([F:21])[CH:16]=[C:17]([F:20])[CH:18]=3)[CH:13]=[CH:12][C:11]2=[O:22])[CH2:4][CH2:3]1.[N:23]1([C:29]2[CH:37]=[CH:36][C:32]([C:33](O)=[O:34])=[CH:31][N:30]=2)[CH2:28][CH2:27][O:26][CH2:25][CH2:24]1.C(Cl)CCl.C1C=CC2N(O)N=NC=2C=1>>[F:21][C:15]1[CH:16]=[C:17]([F:20])[CH:18]=[C:19]2[C:14]=1[CH:13]=[CH:12][C:11](=[O:22])[N:10]2[CH2:9][CH2:8][N:5]1[CH2:4][CH2:3][CH:2]([NH:1][C:33](=[O:34])[C:32]2[CH:36]=[CH:37][C:29]([N:23]3[CH2:24][CH2:25][O:26][CH2:27][CH2:28]3)=[N:30][CH:31]=2)[CH2:7][CH2:6]1. Reported procedure: 1-[2-(4-Aminopiperidin-1-yl)ethyl]-5,7-difluoroquinolin-2(1H)-one (Intermediate 23, 100 mg, 0.326 mmol) was reacted as described for Example 99 with 6-morpholin-4-ylnicotinic acid (81 mg, 0.391 mmol), EDC (94 mg, 0.489 mmol) and HOBT (66 mg, 0.489 mmol) to give title compound (43.6 mg). Procedure: 460 mg of the amide (7) from the Example 1 was dissolved in 30 ml of dichloromethane. 560 mg of m-chloroperbenzoic acid (purity 70–75%) was added. The reaction mixture was stirred overnight at reflux. The reaction was monitored with HPLC. The reaction mixture was washed successively with 2×20 ml of a sodium sulfite solution, 2×20 ml of saturated aqueous NaHCO3 and 20 ml of brine. The organic layer was dried (Na2SO4), filtrated and evaporated under reduced pressure yielding the epoxide (5A) as ye... Reactants: C(#N)C1=C(C=C(C=C1)NC(C(=C)C)=O)C(F)(F)F (N-[4-cyano-3-(trifluoromethyl)phenyl]-2-methylacrylamide), ClC1=CC(=CC=C1)C(=O)OO (m-chloroperbenzoic acid). Solvent: ClCCl (dichloromethane). Conditions: time 8 hour. As a reaction SMILES: [C:1]([C:3]1[CH:8]=[CH:7][C:6]([NH:9][C:10](=[O:14])[C:11]([CH3:13])=[CH2:12])=[CH:5][C:4]=1[C:15]([F:18])([F:17])[F:16])#[N:2].ClC1C=CC=C(C(OO)=[O:27])C=1>ClCCl>[C:1]([C:3]1[CH:8]=[CH:7][C:6]([NH:9][C:10]([C:11]2([CH3:13])[CH2:12][O:27]2)=[O:14])=[CH:5][C:4]=1[C:15]([F:17])([F:16])[F:18])#[N:2]. Yields the product C(#N)C1=C(C=C(C=C1)NC(=O)C1(OC1)C)C(F)(F)F (N-[4-cyano-3-(trifluoromethyl)phenyl]-2-methyl-2-oxiranecarboxamide). Run in C(C)OCC (diethyl ether), O (water). RXN SMILES: [I:1][C:2]1[CH:14]=[CH:13][C:12]2[C:11]3[C:6](=[CH:7][CH:8]=[CH:9][CH:10]=3)[CH2:5][C:4]=2[CH:3]=1.I[CH2:16][CH2:17][CH2:18][CH3:19].CC(C)([O-])C.[K+].O1[CH2:30][CH2:29][CH2:28][CH2:27]1>C(OCC)C.O>[CH2:16]([C:5]1([CH2:27][CH2:28][CH2:29][CH3:30])[C:4]2[CH:3]=[C:2]([I:1])[CH:14]=[CH:13][C:12]=2[C:11]2[C:6]1=[CH:7][CH:8]=[CH:9][CH:10]=2)[CH2:17][CH2:18][CH3:19] |f:2.3|. Procedure details: Under N2 atmosphere, 0.58 parts of 2-iodo-9H-fluorene, 1.10 parts of 1-iodobutane, and 0.67 parts of potassium tert-butoxide were added into 15 parts of dry tetrahydrofuran, followed by stirring and mixing. Then, the reaction mixture was heated to 50° C. and reacted for 12 hours. After the reaction mixture was cooled, poured the water into the reaction mixture for quenching the reaction, using the diethyl ether to extract the product, and magnesium sulfate was used for dehydration. After removin... Reaction conditions: temperature 50 celsius. Yields the product C(CCC)C1(C2=CC=CC=C2C=2C=CC(=CC12)I)CCCC (9,9-dibutyl-2-iodo-9H-fluorene). Starting materials: IC1=CC=2CC3=CC=CC=C3C2C=C1 (2-iodo-9H-fluorene), ICCCC (1-iodobutane), CC(C)([O-])C.[K+] (potassium tert-butoxide), O1CCCC1 (tetrahydrofuran). The reactants are O=P12OP3(=O)OP(=O)(O1)OP(=O)(O2)O3 (P2O5), CS(=O)(=O)O (methanesulfonic acid), O=P12OP3(=O)OP(=O)(O1)OP(=O)(O2)O3 (P2O5). Yields the product CS(=O)(=O)O.O=P12OP3(=O)OP(=O)(O1)OP(=O)(O2)O3 (Eaton's reagent). Reaction SMILES: [O:1]=[P:2]12[O:13][P:11]3([O:14][P:4]([O:6][P:7]([O:10]3)([O:9]1)=[O:8])(=[O:5])[O:3]2)=[O:12].[CH3:15][S:16]([OH:19])(=[O:18])=[O:17]>>[CH3:15][S:16]([OH:19])(=[O:18])=[O:17].[O:5]=[P:4]12[O:3][P:2]3([O:9][P:7]([O:10][P:11]([O:13]3)([O:14]1)=[O:12])(=[O:8])[O:6]2)=[O:1] |f:2.3|. Procedure: Eaton's reagent was prepared by adding P2O5 (200 g) in approximately 50 g portions to methanesulfonic acid (2000 mL) at 95° C. under argon with vigorous mechanical stirring. The addition of P2O5 in portions prevented it from forming a hard mass at the bottom of the flask. A clear, very pale brown solution was obtained. Eaton et al. J. Org. Chem., 38, 4071-4073 (1973). The reactants are NC1=NC(=C(C(=N1)Cl)N)Cl (2,5-Diamino-4,6-dichloropyrimidine), O (water), C(=O)O (formic acid). Run in C1(=CC=CC=C1)C (toluene), C1(=CC=CC=C1)C (Toluene). Conditions: temperature 52.5 celsius, time 3 hour. The product is NC1=NC(=C(C(=N1)Cl)NC=O)Cl (N-(2-amino-4,6-dichloropyrimidin-5-yl)-formamide). Reaction SMILES: [NH2:1][C:2]1[N:7]=[C:6]([Cl:8])[C:5]([NH2:9])=[C:4]([Cl:10])[N:3]=1.O.[CH:12](O)=[O:13]>C1(C)C=CC=CC=1>[NH2:1][C:2]1[N:7]=[C:6]([Cl:8])[C:5]([NH:9][CH:12]=[O:13])=[C:4]([Cl:10])[N:3]=1. Procedure: 2,5-Diamino-4,6-dichloropyrimidine (0.01 mol; 2.0 g) and water (0.25 mol; 4.55 ml) were stirred at room temperature. 98% strength formic acid (0.4 mol; 18.27 g; 14.97 ml) was then added to the reaction. The reaction was subsequently heated to 50-55° C. and kept at this temperature for 3 h. Toluene (0.38 mol; 34.6 g; 40 ml) was then added for the azeotropic distillation under high vacuum at 50° C. (toluene was added twice to guarantee a good distillation, i.e. a total of 80 ml). The reactants are [OH-].[K+] (Potassium hydroxide), FC1(CC(N(C1)C(=O)OC(C)(C)C)(C(=O)OC)CC1=CC=C(C=C1)C1=NC=C(C=C1)F)F (1-tert-butyl 2-methyl 4,4-difluoro-2-[4-(5-fluoropyridin-2-yl)benzyl]pyrrolidine-1,2-dicarboxylate). Solvent: CS(=O)C.O (DMSO water). Run at time 1 hour. Yields the product C(C)(C)(C)OC(=O)N1[C@](C(=O)O)(CC(C1)(F)F)CC1=CC=C(C=C1)C1=NC=C(C=C1)F (1-(tert-butoxycarbonyl)-4,4-difluoro-2-[4-(5-fluoropyridin-2-yl)benzyl]proline). RXN SMILES: [OH-].[K+].[F:3][C:4]1([F:34])[CH2:8][N:7]([C:9]([O:11][C:12]([CH3:15])([CH3:14])[CH3:13])=[O:10])[C:6]([CH2:20][C:21]2[CH:26]=[CH:25][C:24]([C:27]3[CH:32]=[CH:31][C:30]([F:33])=[CH:29][N:28]=3)=[CH:23][CH:22]=2)([C:16]([O:18]C)=[O:17])[CH2:5]1>CS(C)=O.O>[C:12]([O:11][C:9]([N:7]1[CH2:8][C:4]([F:3])([F:34])[CH2:5][C@@:6]1([CH2:20][C:21]1[CH:26]=[CH:25][C:24]([C:27]2[CH:32]=[CH:31][C:30]([F:33])=[CH:29][N:28]=2)=[CH:23][CH:22]=1)[C:16]([OH:18])=[O:17])=[O:10])([CH3:15])([CH3:13])[CH3:14] |f:0.1,3.4|. Reported procedure: Potassium hydroxide (61 mg, 1.1 mmol) was added to an ambient temperature solution of 1-tert-butyl 2-methyl 4,4-difluoro-2-[4-(5-fluoropyridin-2-yl)benzyl]pyrrolidine-1,2-dicarboxylate (246 mg, 0.55 mmol) in DMSO/water (1:1) (2 mL). After stirring at ambient temperature for 1 h, the reaction mixture was extracted with chloroform and concentrated in vacuo to afford 1-(tert-butoxycarbonyl)-4,4-difluoro-2-[4-(5-fluoropyridin-2-yl)benzyl]proline.